This data is from the Open Reaction Database (ORD), a public repository of structured organic reaction records. The task is: describe an organic reaction: reactants, conditions, products, and yield Reactants: CSc1cc(C(=O)N2CS(=O)(=O)c3ccccc32)cc(Cl)c1O, Cl, C1CCOC1, O. Product: CS(=O)c1cc(C(=O)N2CS(=O)(=O)c3ccccc32)cc(Cl)c1O. As a reaction SMILES: [Cl:1][c:2]1[cH:3][c:4]([C:5](=[O:6])[N:7]2[CH2:8][S:9](=[O:16])(=[O:17])[c:10]3[c:11]2[cH:12][cH:13][cH:14][cH:15]3)[cH:18][c:19]([S:22][CH3:23])[c:20]1[OH:21].[ClH:24].[O:25]1[CH2:26][CH2:27][CH2:28][CH2:29]1.[OH2:30]>>[Cl:1][c:2]1[cH:3][c:4]([C:5](=[O:6])[N:7]2[CH2:8][S:9](=[O:16])(=[O:17])[c:10]3[c:11]2[cH:12][cH:13][cH:14][cH:15]3)[cH:18][c:19]([S:22]([CH3:23])=[O:25])[c:20]1[OH:21]. Starting materials: [H-].[Na+] (sodium hydride), C(CCCCC)(N)=NO (n-hexanamidoxime), C1(=CC=CC=C1)C(N1C=NCC(C1)C(=O)OC)(C1=CC=CC=C1)C1=CC=CC=C1 (1-Triphenylmethyl-1,4,5,6-tetrahydro-5-methoxycarbonylpyrimidine). Run in C1CCOC1 (THF), C1CCOC1 (THF). Reaction conditions: temperature 0 celsius, time 18 hour. Product: C1(=CC=CC=C1)C(N1C=NCC(C1)C1=NC(=NO1)CCCCC)(C1=CC=CC=C1)C1=CC=CC=C1 (1-triphenylmethyl-1,4,5,6-tetrahydro-5-(3-n-pentyl-1,2,4-oxadiazol-5-yl)pyrimidine). As a reaction SMILES: [H-].[Na+].[C:3](=[N:10][OH:11])([NH2:9])[CH2:4][CH2:5][CH2:6][CH2:7][CH3:8].[C:12]1([C:18]([C:35]2[CH:40]=[CH:39][CH:38]=[CH:37][CH:36]=2)([C:29]2[CH:34]=[CH:33][CH:32]=[CH:31][CH:30]=2)[N:19]2[CH2:24][CH:23]([C:25](OC)=O)[CH2:22][N:21]=[CH:20]2)[CH:17]=[CH:16][CH:15]=[CH:14][CH:13]=1>C1COCC1>[C:35]1([C:18]([C:12]2[CH:13]=[CH:14][CH:15]=[CH:16][CH:17]=2)([C:29]2[CH:30]=[CH:31][CH:32]=[CH:33][CH:34]=2)[N:19]2[CH2:24][CH:23]([C:25]3[O:11][N:10]=[C:3]([CH2:4][CH2:5][CH2:6][CH2:7][CH3:8])[N:9]=3)[CH2:22][N:21]=[CH:20]2)[CH:40]=[CH:39][CH:38]=[CH:37][CH:36]=1 |f:0.1|. Procedure details: Prepared by a procedure similar to Example 9, where sodium hydride (95% 40 mg, 1.7 mmol) and n-hexanamidoxime (217 mg, 1.7 mmol) were suspended in dry THF in an oven dried round bottom flask with stirring under nitrogen at 0° C. After 15 minutes stirring the ice bath was removed and the grey suspension refluxed 45 minutes to give a white suspension. 1-Triphenylmethyl-1,4,5,6-tetrahydro-5-methoxycarbonylpyrimidine (640 mg, 1.7 mmol) was added, dissolved in dry THF and reflux continued 18 hours. T... Starting materials: BrB(Br)Br, COc1ccc(C(C)C(O)(c2cccc3cnccc23)C(F)(F)F)c(Cl)c1, ClCCl, [Na+], O=C([O-])O, O. Yields the product CC(c1ccc(O)cc1Cl)C(O)(c1cccc2cnccc12)C(F)(F)F. As a reaction SMILES: [B:28]([Br:29])([Br:30])[Br:31].[Cl:1][c:2]1[c:3]([CH:10]([C:11]([C:12]([F:13])([F:14])[F:15])([OH:16])[c:17]2[c:18]3[cH:19][cH:20][n:21][cH:22][c:23]3[cH:24][cH:25][cH:26]2)[CH3:27])[cH:4][cH:5][c:6]([O:8][CH3:9])[cH:7]1.[Cl:38][CH2:39][Cl:40].[Na+:37].[O-:33][C:34]([OH:35])=[O:36].[OH2:32]>>[Cl:1][c:2]1[c:3]([CH:10]([C:11]([C:12]([F:13])([F:14])[F:15])([OH:16])[c:17]2[c:18]3[cH:19][cH:20][n:21][cH:22][c:23]3[cH:24][cH:25][cH:26]2)[CH3:27])[cH:4][cH:5][c:6]([OH:8])[cH:7]1. Reactants: [N+](=O)([O-])C=1C=C(C(=O)NC2(CC2)C(=O)OCC)C=CC1 (ethyl 1-(3-nitrobenzamido)cyclopropanecarboxylate), [OH-].[Na+] (sodium hydroxide), Cl (HCl). The solvent is O (water), C(C)O (ethanol). Run at time 10 hour. The product is [N+](=O)([O-])C=1C=C(C(=O)NC2(CC2)C(=O)O)C=CC1 (1-(3-Nitrobenzamido)cyclopropanecarboxylic acid). RXN SMILES: [N+:1]([C:4]1[CH:5]=[C:6]([CH:18]=[CH:19][CH:20]=1)[C:7]([NH:9][C:10]1([C:13]([O:15]CC)=[O:14])[CH2:12][CH2:11]1)=[O:8])([O-:3])=[O:2].[OH-].[Na+].Cl>C(O)C.O>[N+:1]([C:4]1[CH:5]=[C:6]([CH:18]=[CH:19][CH:20]=1)[C:7]([NH:9][C:10]1([C:13]([OH:15])=[O:14])[CH2:12][CH2:11]1)=[O:8])([O-:3])=[O:2] |f:1.2|. Reported procedure: To the solution of ethyl 1-(3-nitrobenzamido)cyclopropanecarboxylate (0.5 g, 1.797 mmol) in ethanol 10 ml, sodium hydroxide (aq) (5 ml, 25.00 mmol) was added and stirred at room temperature for 10 hr. Reaction mixture was diluted with water (20 ml), and acidified by adding 5N HCl. Obtained white precipitates were filtered. The residue was dried by azetrope with toluene (0.38 g, 85%). The solvent is C(Cl)(Cl)Cl (chloroform), C(C)OCC (ethyl ether). Reported procedure: A solution of 0.44 g (1.2 mmol) of (7S,9aR)-2-BOC-7-(4-fluorophenoxy)methyl-2,3,4,6,7,8,9,9a-octahydro-1H-pyrido[1,2-a]pyrazine in 25 mL of chloroform was treated with excess HCl(g) in ethyl ether and stirred at ambient temperature for 2 h. The solvent was evaporated to give 0.40 g of title compound as the dihydrochloride salt which was used for subsequent reactions without purification. Yields the product Cl.Cl.FC1=CC=C(OC[C@H]2CC[C@H]3N(CCNC3)C2)C=C1 ((7S,9aR)-7-(4-Fluorophenoxy)methyl-2,3,4,6,7,8,9,9a-octahydro-1H-pyrido[1,2-a]pyrazine −2HCl). Run at time 2 hour. RXN SMILES: C([N:8]1[CH2:13][CH2:12][N:11]2[CH2:14][C@@H:15]([CH2:18][O:19][C:20]3[CH:25]=[CH:24][C:23]([F:26])=[CH:22][CH:21]=3)[CH2:16][CH2:17][C@@H:10]2[CH2:9]1)(OC(C)(C)C)=O.[ClH:27]>C(Cl)(Cl)Cl.C(OCC)C>[ClH:27].[ClH:27].[F:26][C:23]1[CH:22]=[CH:21][C:20]([O:19][CH2:18][C@@H:15]2[CH2:14][N:11]3[CH2:12][CH2:13][NH:8][CH2:9][C@H:10]3[CH2:17][CH2:16]2)=[CH:25][CH:24]=1 |f:4.5.6|. The reactants are C(=O)(OC(C)(C)C)N1C[C@@H]2N(CC1)C[C@H](CC2)COC2=CC=C(C=C2)F ((7S,9aR)-2-BOC-7-(4-fluorophenoxy)methyl-2,3,4,6,7,8,9,9a-octahydro-1H-pyrido[1,2-a]pyrazine), Cl (HCl). As a reaction SMILES: Cl.[NH2:2][NH:3][C:4]([NH:6][NH2:7])=[NH:5].C(O)C.[Cl:11][C:12]1[CH:19]=[CH:18][C:15]([CH:16]=O)=[CH:14][CH:13]=1.[OH-].[Na+]>O>[ClH:11].[NH2:2][NH:3][C:4]([NH:6][N:7]=[CH:16][C:15]1[CH:18]=[CH:19][C:12]([Cl:11])=[CH:13][CH:14]=1)=[NH:5] |f:0.1,4.5,7.8|. Yields the product Cl.NNC(=N)NN=CC1=CC=C(C=C1)Cl (1-Amino-3-(4-chlorobenzylideneamino)guanidine Hydrochloride). Run at temperature 0 celsius. Procedure: The preparation of the subject compound may also be accomplished as follows: 25 g. of 1,3-diaminoguanidine hydrochloride is dissolved in 1800 ml. of boiling ethanol. To this boiling solution, 28 g. of 4-chlorobenzaldehyde in 300 ml. of ethanol is added over a period of 8 hours. The reaction mixture is then cooled at 0°C. overnight, clarified, and the filtrate concentrated to 500 ml. volume and cooled at 0°C. 29 g. of precipitate is obtained. This is slurried in 300 ml. of water, the pH adjusted ... Reactants: [OH-].[Na+] (sodium hydroxide), Cl.NNC(=N)NN (1,3-diaminoguanidine hydrochloride), C(C)O (ethanol), C(C)O (ethanol), ClC1=CC=C(C=O)C=C1 (4-chlorobenzaldehyde), product. Run in O (water). Reactants: P(=O)(Cl)(Cl)Cl (phosphorus oxychloride), C(CCC)NC1=NC(=CC(N1)=O)C (2-Butylamino-6-methylpyrimidin-4-one), P(=O)(Cl)(Cl)Cl (phosphorus oxychloride), [OH-].[Na+] (sodium hydroxide), resultant mixture. The solvent is O (water). The product is C(CCC)NC1=NC(=CC(=N1)Cl)C (2-butylamino-4-chloro-6-methylpyrimidine). Yield: 88.0%. Reaction SMILES: [CH2:1]([NH:5][C:6]1[NH:11][C:10](=O)[CH:9]=[C:8]([CH3:13])[N:7]=1)[CH2:2][CH2:3][CH3:4].P(Cl)(Cl)([Cl:16])=O.[OH-].[Na+]>O>[CH2:1]([NH:5][C:6]1[N:11]=[C:10]([Cl:16])[CH:9]=[C:8]([CH3:13])[N:7]=1)[CH2:2][CH2:3][CH3:4] |f:2.3|. Reported procedure: 2-Butylamino-6-methylpyrimidin-4-one (8.4 g, 0.046M) was treated with phosphorus oxychloride (5 ml). A vigorous reaction ensued. When this had subsided, the resultant mixture was heated at 90° C. for 30 minutes. This gave an orange coloured syrup which was cooled and added to water to decompose the excess phosphorus oxychloride. The aqueous solution was adjusted to pH 7 using 2M sodium hydroxide solution. The resultant white precipitate was extracted with methylene chloride. The extracts were dr... Reactants: [Br-], [Li]CCCC, C1CCOC1, C[Si](C)(C)C#CC=CC[P+](c1ccccc1)(c1ccccc1)c1ccccc1, CC(C)(C)OC(=O)COCC1OC2(CCCCC2)OC1C=O, [K+], [K+], [K+], O=P([O-])([O-])[O-]. The product is CC(C)(C)OC(=O)COCC1OC2(CCCCC2)OC1C=CC=CC#C[Si](C)(C)C. Reaction SMILES: [Br-:1].[CH2:30]([Li:31])[CH2:32][CH2:33][CH3:34].[CH2:57]1[O:58][CH2:59][CH2:60][CH2:61]1.[CH3:2][Si:3]([C:4]#[C:5][CH:6]=[CH:7][CH2:8][P+:9]([c:10]1[cH:11][cH:12][cH:13][cH:14][cH:15]1)([c:16]1[cH:17][cH:18][cH:19][cH:20][cH:21]1)[c:22]1[cH:23][cH:24][cH:25][cH:26][cH:27]1)([CH3:28])[CH3:29].[CH:35](=[O:36])[CH:37]1[CH:38]([CH2:47][O:48][CH2:49][C:50](=[O:51])[O:52][C:53]([CH3:54])([CH3:55])[CH3:56])[O:39][C:40]2([O:41]1)[CH2:42][CH2:43][CH2:44][CH2:45][CH2:46]2.[K+:67].[K+:68].[K+:69].[P:62]([O-:63])([O-:64])([O-:65])=[O:66]>>[CH3:2][Si:3]([C:4]#[C:5][CH:6]=[CH:7][CH:8]=[CH:35][CH:37]1[CH:38]([CH2:47][O:48][CH2:49][C:50](=[O:51])[O:52][C:53]([CH3:54])([CH3:55])[CH3:56])[O:39][C:40]2([O:41]1)[CH2:42][CH2:43][CH2:44][CH2:45][CH2:46]2)([CH3:28])[CH3:29].